From a dataset of the Open Reaction Database (ORD), a public repository of structured organic reaction records. describe an organic reaction: reactants, conditions, products, and yield Product: CC1C=CC2=CC(C(C)(C)C)CC(OC(=O)C(C)(C)Oc3ccc([N+](=O)[O-])cc3)C2C1(CCC1CC(C(C)(C)C)C(O[SiH](C)C)C(=O)O1)O[SiH](C)C. As a reaction SMILES: [C:17]([CH3:18])([CH3:19])([CH3:20])[CH:21]1[CH:22]=[C:23]2[CH:24]=[CH:25][CH:26]([CH3:53])[C:27]([CH2:32][CH2:33][CH:34]3[CH2:35][CH:36]([C:45]([CH3:46])([CH3:47])[CH3:48])[CH:37]([O:41][SiH:42]([CH3:43])[CH3:44])[C:38](=[O:40])[O:39]3)([O:49][SiH:50]([CH3:51])[CH3:52])[CH:28]2[CH:29]([OH:31])[CH2:30]1.[N+:1](=[O:2])([O-:3])[c:4]1[cH:5][cH:6][c:7]([O:8][C:9]([C:10](=[O:11])[OH:12])([CH3:13])[CH3:14])[cH:15][cH:16]1>>[N+:1](=[O:2])([O-:3])[c:4]1[cH:5][cH:6][c:7]([O:8][C:9]([C:10]([O:11][CH:29]2[CH:28]3[C:23](=[CH:22][CH:21]([C:17]([CH3:18])([CH3:19])[CH3:20])[CH2:30]2)[CH:24]=[CH:25][CH:26]([CH3:53])[C:27]3([CH2:32][CH2:33][CH:34]2[CH2:35][CH:36]([C:45]([CH3:46])([CH3:47])[CH3:48])[CH:37]([O:41][SiH:42]([CH3:43])[CH3:44])[C:38](=[O:40])[O:39]2)[O:49][SiH:50]([CH3:51])[CH3:52])=[O:12])([CH3:13])[CH3:14])[cH:15][cH:16]1. Reactants: CC1C=CC2=CC(C(C)(C)C)CC(O)C2C1(CCC1CC(C(C)(C)C)C(O[SiH](C)C)C(=O)O1)O[SiH](C)C, CC(C)(Oc1ccc([N+](=O)[O-])cc1)C(=O)O. Reactants: 26, ClC1=CC2=C(N(C(N2)=O)C2C(CN(CC2)C(=O)OC)C)C=C1 (methyl 4-(5-chloro-1,3-dihydro-2-oxo-2H-benzimidazol-1-yl)-3-methyl-1-piperidinecarboxylate), [OH-].[K+] (potassium hydroxide), CC(C)O (2-propanol). The solvent is O (water). Product: ClC1=CC2=C(N(C(N2)=O)C2C(CNCC2)C)C=C1 (5-chloro-1,3-dihydro-1-(3-methyl-4-piperidinyl)-2H-benzimidazol-2-one). As a reaction SMILES: [Cl:1][C:2]1[CH:22]=[CH:21][C:5]2[N:6]([CH:10]3[CH2:15][CH2:14][N:13](C(OC)=O)[CH2:12][CH:11]3[CH3:20])[C:7](=[O:9])[NH:8][C:4]=2[CH:3]=1.[OH-].[K+].CC(O)C>O>[Cl:1][C:2]1[CH:22]=[CH:21][C:5]2[N:6]([CH:10]3[CH2:15][CH2:14][NH:13][CH2:12][CH:11]3[CH3:20])[C:7](=[O:9])[NH:8][C:4]=2[CH:3]=1 |f:1.2|. Reported procedure: A mixture of 26 parts of methyl 4-(5-chloro-1,3-dihydro-2-oxo-2H-benzimidazol-1-yl)-3-methyl-1-piperidinecarboxylate, 36 parts of potassium hydroxide, 200 parts of 2-propanol and 6 parts of water is stirred and refluxed for 18 hours. The reaction mixture is evaporated and water is added to the residue. The whole is acidified with a concentrated hydrochloric acid solution, while cooling. The free base is liberated in the conventional manner and stirred with trichloromethane for 30 minutes. The la... Reaction SMILES: [CH3:1][C:2]([CH3:3])([CH3:4])[O:5][C:6](=[O:7])[N:8]([C:9]([O:10][C:11]([CH3:12])([CH3:13])[CH3:14])=[O:15])[c:16]1[s:17][c:18]([Sn:21]([CH2:22][CH2:23][CH2:24][CH3:25])([CH2:26][CH2:27][CH2:28][CH3:29])[CH2:30][CH2:31][CH2:32][CH3:33])[cH:19][n:20]1.[CH3:53][c:54]1[cH:55][cH:56][cH:57][cH:58][cH:59]1.[Cl:34][c:35]1[n:36][c:37]([CH2:48][S:49](=[O:50])(=[O:51])[CH3:52])[cH:38][c:39]([N:41]2[CH:42]([CH3:47])[CH2:43][O:44][CH2:45][CH2:46]2)[n:40]1.[Pd:136].[c:117]1([P:118]([c:119]2[cH:120][cH:121][cH:122][cH:123][cH:124]2)[c:125]2[cH:126][cH:127][cH:128][cH:129][cH:130]2)[cH:131][cH:132][cH:133][cH:134][cH:135]1.[c:60]1([P:61]([c:62]2[cH:63][cH:64][cH:65][cH:66][cH:67]2)[c:68]2[cH:69][cH:70][cH:71][cH:72][cH:73]2)[cH:74][cH:75][cH:76][cH:77][cH:78]1.[c:79]1([P:80]([c:81]2[cH:82][cH:83][cH:84][cH:85][cH:86]2)[c:87]2[cH:88][cH:89][cH:90][cH:91][cH:92]2)[cH:93][cH:94][cH:95][cH:96][cH:97]1.[c:98]1([P:99]([c:100]2[cH:101][cH:102][cH:103][cH:104][cH:105]2)[c:106]2[cH:107][cH:108][cH:109][cH:110][cH:111]2)[cH:112][cH:113][cH:114][cH:115][cH:116]1>>[CH3:1][C:2]([CH3:3])([CH3:4])[O:5][C:6](=[O:7])[N:8]([C:9]([O:10][C:11]([CH3:12])([CH3:13])[CH3:14])=[O:15])[c:16]1[s:17][c:18](-[c:35]2[n:36][c:37]([CH2:48][S:49](=[O:50])(=[O:51])[CH3:52])[cH:38][c:39]([N:41]3[CH:42]([CH3:47])[CH2:43][O:44][CH2:45][CH2:46]3)[n:40]2)[cH:19][n:20]1. Starting materials: CCCC[Sn](CCCC)(CCCC)c1cnc(N(C(=O)OC(C)(C)C)C(=O)OC(C)(C)C)s1, Cc1ccccc1, CC1COCCN1c1cc(CS(C)(=O)=O)nc(Cl)n1, [Pd], c1ccc(P(c2ccccc2)c2ccccc2)cc1, c1ccc(P(c2ccccc2)c2ccccc2)cc1, c1ccc(P(c2ccccc2)c2ccccc2)cc1, c1ccc(P(c2ccccc2)c2ccccc2)cc1. Product: CC1COCCN1c1cc(CS(C)(=O)=O)nc(-c2cnc(N(C(=O)OC(C)(C)C)C(=O)OC(C)(C)C)s2)n1. Starting materials: C(C)(C)(C)OC(=O)N1CCC(CC1)S(=O)(=O)C1=CC=C(C=C1)NC1=NC=C(C=N1)NC(C1=C(C=CC(=C1)NC(C1=CC=C(C=C1)C#N)=O)Cl)=O (4-(4-{5-[2-Chloro-5-(4-Cyano-Benzoylamino)-Benzoylamino]-Pyrimidin-2-ylamino}-Benzenesulfonyl)-Piperidine-1-Carboxylic Acid tert-Butyl Ester), C(=O)(C(F)(F)F)O (TFA). Run in C(Cl)Cl (DCM). Conditions: time 18 hour. Product: ClC1=C(C(=O)NC=2C=NC(=NC2)NC2=CC=C(C=C2)S(=O)(=O)C2CCNCC2)C=C(C=C1)NC(C1=CC=C(C=C1)C#N)=O (2-Chloro-5-(4-Cyano-Benzoylamino)-N-{2-[4-(Piperidine-4-Sulfonyl)-Phenylamino]-Pyrimidin-5-yl}-Benzamide), C(=O)(C(F)(F)F)O (TFA). Yield: 99.0%. As a reaction SMILES: C(OC([N:8]1[CH2:13][CH2:12][CH:11]([S:14]([C:17]2[CH:22]=[CH:21][C:20]([NH:23][C:24]3[N:29]=[CH:28][C:27]([NH:30][C:31](=[O:50])[C:32]4[CH:37]=[C:36]([NH:38][C:39](=[O:48])[C:40]5[CH:45]=[CH:44][C:43]([C:46]#[N:47])=[CH:42][CH:41]=5)[CH:35]=[CH:34][C:33]=4[Cl:49])=[CH:26][N:25]=3)=[CH:19][CH:18]=2)(=[O:16])=[O:15])[CH2:10][CH2:9]1)=O)(C)(C)C.[C:51]([OH:57])([C:53]([F:56])([F:55])[F:54])=[O:52]>C(Cl)Cl>[Cl:49][C:33]1[CH:34]=[CH:35][C:36]([NH:38][C:39](=[O:48])[C:40]2[CH:41]=[CH:42][C:43]([C:46]#[N:47])=[CH:44][CH:45]=2)=[CH:37][C:32]=1[C:31]([NH:30][C:27]1[CH:26]=[N:25][C:24]([NH:23][C:20]2[CH:19]=[CH:18][C:17]([S:14]([CH:11]3[CH2:10][CH2:9][NH:8][CH2:13][CH2:12]3)(=[O:15])=[O:16])=[CH:22][CH:21]=2)=[N:29][CH:28]=1)=[O:50].[C:51]([OH:57])([C:53]([F:56])([F:55])[F:54])=[O:52]. Reported procedure: A stirred suspension of intermediate 27 (Example 39) (0.12 g, 0.143 mmol) in DCM (8 mL) was treated with TFA (0.200 mL) and stirred for 18 h. Solvents were then removed yielding desired product as TFA salt (0.104 g, 99%). 1H NMR (DMSO-d6): δ 1.61-1.70 (m, 2H), 2.01-2.04 (m, 2H), 2.80-2.90 (m, 2H), 7.61 (d, J=8.8 Hz, 1H), 7.74 (d, J=8.9 Hz, 2H), 7.90 (dd, J=8.7 Hz, J=2.5 Hz, 1H), 8.04-8.13 (m, 7H), 8.21-8.25 (m, 1H), 8.64-8.68 (m, 1H), 8.90 (s, 2H), 10.37 (s, 1H), 10.78 (s, 1H), 10.80 (s, 1H).